From a dataset of the Open Reaction Database (ORD), a public repository of structured organic reaction records. describe an organic reaction: reactants, conditions, products, and yield Starting materials: Cl.CNOC (N,O-Dimethylhydroxyl-amine hydrochloride), CC(C(=O)N1C(OC[C@@H]1CC1=CC=CC=C1)=[Se])C(C(C)C)O ((4S)-3-(2,4-dimethyl-3-hydroxyl-1-oxopentyl)-4-(phenylmethyl)-2-oxazolidineselone). Reagents/catalysts: CN(C1=CC=NC=C1)C (4-dimethylaminopyridine). The solvent is C(Cl)Cl (CH2Cl2). Conditions: time 4 day. Yields the product OC(C(C(=O)N(C)OC)C)C(C)C (3-hydroxy-N-methoxy-N,2,4-trimethyl-pentanamide). The yield is 55.5%. Reaction SMILES: Cl.CN[O:4][CH3:5].[CH3:6][CH:7]([CH:23]([OH:27])[CH:24]([CH3:26])[CH3:25])[C:8]([N:10]1[C@@H:14](CC2C=CC=CC=2)COC1=[Se])=[O:9]>CN(C)C1C=CN=CC=1.C(Cl)Cl>[OH:27][CH:23]([CH:24]([CH3:25])[CH3:26])[CH:7]([CH3:6])[C:8]([N:10]([O:4][CH3:5])[CH3:14])=[O:9] |f:0.1|. Procedure details: N,O-Dimethylhydroxyl-amine hydrochloride (380 mg, 3.90 mmol) and 4-dimethylaminopyridine (244 mg, 2.00 mmol) was added to a solution of (4S)-3-(2,4-dimethyl-3-hydroxyl-1-oxopentyl)-4-(phenylmethyl)-2-oxazolidineselone (616 mg, 2.00 mmol) in CH2Cl2 (10 mL). The resulting solution was stirred at room temperature for 4 days. The solvent was removed under reduced pressure. Purification of the residue by silica gel column chromatography (CH2Cl2/ether; 95/5; v/v) afforded 210 mg (55%) of 3-hydroxy-N-m... Reactants: CNC(=O)C1=NC2=CC=CC(=C2C=C1)N=CC(CC(C)(C)C1=C(C=CC(=C1)F)OC)(C(F)(F)F)O (5-[4-(5-fluoro-2-methoxyphenyl)-2-hydroxy-4-methyl-2-(trifluoromethyl)pentylidenamino]quinoline-2-carboxylic acid methylamide), [Cl-].[Na+] (sodium chloride), C(C)(=O)OCC (ethyl acetate), [BH4-].[Na+] (sodium borohydride). The reagents and catalysts are [Ti] (titanium). Solvent: C(C)O (ethanol). Conditions: time 5 hour. Product: CNC(=O)C1=NC2=CC=CC(=C2C=C1)NCC(CC(C)(C)C1=C(C=CC(=C1)F)OC)(C(F)(F)F)O (5-[4-(5-Fluoro-2-methoxyphenyl)-2-hydroxy-4-methyl-2-(trifluoromethyl)pentylamino]-quinoline-2-carboxylic acid methylamide). As a reaction SMILES: [CH3:1][NH:2][C:3]([C:5]1[CH:14]=[CH:13][C:12]2[C:7](=[CH:8][CH:9]=[CH:10][C:11]=2[N:15]=[CH:16][C:17]([OH:35])([C:31]([F:34])([F:33])[F:32])[CH2:18][C:19]([C:22]2[CH:27]=[C:26]([F:28])[CH:25]=[CH:24][C:23]=2[O:29][CH3:30])([CH3:21])[CH3:20])[N:6]=1)=[O:4].[BH4-].[Na+].[Cl-].[Na+].C(OCC)(=O)C>C(O)C.[Ti]>[CH3:1][NH:2][C:3]([C:5]1[CH:14]=[CH:13][C:12]2[C:7](=[CH:8][CH:9]=[CH:10][C:11]=2[NH:15][CH2:16][C:17]([OH:35])([C:31]([F:32])([F:33])[F:34])[CH2:18][C:19]([C:22]2[CH:27]=[C:26]([F:28])[CH:25]=[CH:24][C:23]=2[O:29][CH3:30])([CH3:21])[CH3:20])[N:6]=1)=[O:4] |f:1.2,3.4|. Procedure: 155 mg (0.315 mmol) of 5-[4-(5-fluoro-2-methoxyphenyl)-2-hydroxy-4-methyl-2-(trifluoromethyl)pentylidenamino]quinoline-2-carboxylic acid methylamide is dissolved in 10 ml of ethanol and mixed with 0.09 ml (0.4 mmol) of titanium tetraethylate as well as 94 mg (2.6 mmol) of sodium borohydride. The reaction is halted after 5 hours by adding saturated sodium chloride solution and ethyl acetate. Insoluble components are filtered. The filtrate is extracted with ethyl acetate, the combined organic phas... Reaction SMILES: [C:1](OC(=O)C)(=[O:3])[CH3:2].[F:8][C:9]1[CH:10]=[C:11]([CH:15]=[CH:16][C:17]=1[OH:18])[C:12]([OH:14])=[O:13].S(=O)(=O)(O)O>S(=O)(=O)(O)O.O>[C:1]([O:18][C:17]1[CH:16]=[CH:15][C:11]([C:12]([OH:14])=[O:13])=[CH:10][C:9]=1[F:8])(=[O:3])[CH3:2]. Reactants: C(C)(=O)OC(C)=O (acetic anhydride), FC=1C=C(C(=O)O)C=CC1O (3-fluoro-4-hydroxybenzoic acid), S(O)(O)(=O)=O (sulfuric acid). Reported procedure: 6.40 ml of acetic anhydride was added to 5.00 g (32.00 mM) of 3-fluoro-4-hydroxybenzoic acid. Under stirring at room temperature, two drops of concentrated sulfuric acid was added thereto (the mixture solidified as soon as the concentrated sulfuric acid was added), followed by heat-stirring for 10 minutes at 107°-111° C. on an oil bath (the mixture became transparent and melted by heating). After the reaction, the reaction mixture was poured into 150 ml of iced water to precipitate a crystal. Th... Solvent: O (water). Reagents/catalysts: S(O)(O)(=O)=O (sulfuric acid). Yield: 79.4%. Yields the product C(C)(=O)OC1=C(C=C(C(=O)O)C=C1)F (4-acetoxy-3-fluorobenzoic acid). Starting materials: [S-]C1=CC=CC=C1.[Na+] (sodium thiophenoxide), BrC=1C=CC=2N(C1)C(=CN2)[N+](=O)[O-] (6-bromo-3-nitroimidazo [1,2-a] pyridine). Run in CN1C(CCC1)=O (N-methylpyrolidinone). Yields the product [N+](=O)([O-])C1=CN=C2N1C=C(C=C2)SC2=CC=CC=C2 (3-nitro 6-phenylthioimidazo [1,2-a] pyridine). Reaction SMILES: [S-:1][C:2]1[CH:7]=[CH:6][CH:5]=[CH:4][CH:3]=1.[Na+].Br[C:10]1[CH:11]=[CH:12][C:13]2[N:14]([C:16]([N+:19]([O-:21])=[O:20])=[CH:17][N:18]=2)[CH:15]=1>CN1CCCC1=O>[N+:19]([C:16]1[N:14]2[CH:15]=[C:10]([S:1][C:2]3[CH:7]=[CH:6][CH:5]=[CH:4][CH:3]=3)[CH:11]=[CH:12][C:13]2=[N:18][CH:17]=1)([O-:21])=[O:20] |f:0.1|. Reported procedure: A solution of 1.61 g. (0.012 mole) of sodium thiophenoxide and 2.42 g. (0.01 mole) of 6-bromo-3-nitroimidazo [1,2-a] pyridine in 10 ml. N-methylpyrolidinone is heated at 150° C for 0.40 minutes under a nitrogen atmosphere. The cooled solution is poured onto 100 ml. of ice-water and the resultant suspension is extracted with ethyl acetate. The combined extracts are washed with saturated aqueous sodium chloride and dried over magnesium sulfate. Evaporation of the solvent to a small volume and dilu... Starting materials: ClCCl, COc1cccc2c1Cc1ccccc1C21CCN(C)CC1, N#CBr. Product: COc1cccc2c1Cc1ccccc1C21CCN(C#N)CC1. RXN SMILES: [CH2:26]([Cl:27])[Cl:28].[CH3:1][O:2][c:3]1[cH:4][cH:5][cH:6][c:7]2[c:8]1[CH2:9][c:10]1[cH:11][cH:12][cH:13][cH:14][c:15]1[C:16]21[CH2:17][CH2:18][N:19]([CH3:22])[CH2:20][CH2:21]1.[N:23]#[C:24][Br:25]>>[CH3:1][O:2][c:3]1[cH:4][cH:5][cH:6][c:7]2[c:8]1[CH2:9][c:10]1[cH:11][cH:12][cH:13][cH:14][c:15]1[C:16]21[CH2:17][CH2:18][N:19]([C:22]#[N:23])[CH2:20][CH2:21]1. The reactants are ClC1=CC(=NC=N1)N (6-chloropyrimidin-4-amine), N1=CC(=CC=C1)B(O)O (pyridin-3-ylboronic acid), C(=O)([O-])[O-].[Na+].[Na+] (Na2CO3). The reagents and catalysts are Cl[Pd]([P](C1=CC=CC=C1)(C2=CC=CC=C2)C3=CC=CC=C3)([P](C4=CC=CC=C4)(C5=CC=CC=C5)C6=CC=CC=C6)Cl (bis(triphenylphosphine)palladium(II) chloride). Solvent: O1CCOCC1.CCO.O (dioxane EtOH water). Reaction conditions: temperature 125 celsius. Product: N1=CC(=CC=C1)C1=CC(=NC=N1)N (6-(Pyridin-3-yl)pyrimidin-4-amine). Reaction SMILES: Cl[C:2]1[N:7]=[CH:6][N:5]=[C:4]([NH2:8])[CH:3]=1.[N:9]1[CH:14]=[CH:13][CH:12]=[C:11](B(O)O)[CH:10]=1.C([O-])([O-])=O.[Na+].[Na+]>O1CCOCC1.CCO.O.Cl[Pd](Cl)([P](C1C=CC=CC=1)(C1C=CC=CC=1)C1C=CC=CC=1)[P](C1C=CC=CC=1)(C1C=CC=CC=1)C1C=CC=CC=1>[N:9]1[CH:14]=[CH:13][CH:12]=[C:11]([C:2]2[N:7]=[CH:6][N:5]=[C:4]([NH2:8])[CH:3]=2)[CH:10]=1 |f:2.3.4,5.6.7,^1:36,55|. Procedure details: A mixture of 6-chloropyrimidin-4-amine (0.324 g, 2.5 mmol), pyridin-3-ylboronic acid (0.385 g, 3.13 mmol), Na2CO3 (0.795 g, 7.5 mmol) and bis(triphenylphosphine)palladium(II) chloride (0.035 g, 0.05 mmol) were suspended in a mixture of dioxane/EtOH/water. The mixture was heated in the microwave synthesizer at 125° C. for 20 min (reaction was run twice) and concentrated. The residue was purified on by silica gel chromatography using a 10-60% ethyl acetate/hexanes gradient, followed by a 5-25% 9:1... The reactants are O=C([O-])[O-], C=CCBr, CN(C)C=O, O=[N+]([O-])c1ccc(Cl)c(O)c1, [K+], [K+], O. The product is C=CCOc1cc([N+](=O)[O-])ccc1Cl. As a reaction SMILES: [C:16](=[O:17])([O-:18])[O-:19].[CH2:12]([CH:13]=[CH2:14])[Br:15].[CH3:22][N:23]([CH3:24])[CH:25]=[O:26].[Cl:1][c:2]1[c:3]([OH:11])[cH:4][c:5]([N+:8](=[O:9])[O-:10])[cH:6][cH:7]1.[K+:20].[K+:21].[OH2:27]>>[Cl:1][c:2]1[c:3]([O:11][CH2:14][CH:13]=[CH2:12])[cH:4][c:5]([N+:8](=[O:9])[O-:10])[cH:6][cH:7]1. Starting materials: O=C([O-])[O-], COC(=O)CBr, CC(C)=O, [Cs+], [Cs+], O, O=[N+]([O-])c1cccc(O)c1. The product is COC(=O)COc1cccc([N+](=O)[O-])c1. RXN SMILES: [C:11](=[O:12])([O-:13])[O-:14].[CH3:17][O:18][C:19]([CH2:20][Br:21])=[O:22].[CH3:24][C:25](=[O:26])[CH3:27].[Cs+:15].[Cs+:16].[OH2:23].[OH:1][c:2]1[cH:3][cH:4][cH:5][c:6]([N+:8]([O-:9])=[O:10])[cH:7]1>>[O:1]([c:2]1[cH:3][cH:4][cH:5][c:6]([N+:8]([O-:9])=[O:10])[cH:7]1)[CH2:20][C:19]([O:18][CH3:17])=[O:22].